This data is from the Open Reaction Database (ORD), a public repository of structured organic reaction records. The task is: describe an organic reaction: reactants, conditions, products, and yield The reactants are CC#N, CCO, [H][H], COc1ccc(C(=O)c2cc(OC)c(OC)cc2[N+](=O)[O-])cc1OC. The product is COc1ccc(C(=O)c2cc(OC)c(OC)cc2N)cc1OC. RXN SMILES: [CH3:28][C:29]#[N:30].[CH3:31][CH2:32][OH:33].[H:26][H:27].[N+:1]([O-:2])(=[O:3])[c:4]1[c:5]([C:6](=[O:7])[c:8]2[cH:9][c:10]([O:16][CH3:17])[c:11]([O:14][CH3:15])[cH:12][cH:13]2)[cH:18][c:19]([O:24][CH3:25])[c:20]([O:22][CH3:23])[cH:21]1>>[NH2:1][c:4]1[c:5]([C:6](=[O:7])[c:8]2[cH:9][c:10]([O:16][CH3:17])[c:11]([O:14][CH3:15])[cH:12][cH:13]2)[cH:18][c:19]([O:24][CH3:25])[c:20]([O:22][CH3:23])[cH:21]1. Reactants: CC(C)(C)[Si](C)(C)Cl, ClCCl, O, OCCc1ccncc1, Cc1cccc(C)n1. Product: CC(C)(C)[Si](C)(C)OCCc1ccncc1. As a reaction SMILES: [Cl:18][Si:19]([CH3:20])([CH3:21])[C:22]([CH3:23])([CH3:24])[CH3:25].[Cl:27][CH2:28][Cl:29].[OH2:26].[OH:1][CH2:2][CH2:3][c:4]1[cH:5][cH:6][n:7][cH:8][cH:9]1.[n:10]1[c:11]([CH3:12])[cH:13][cH:14][cH:15][c:16]1[CH3:17]>>[O:1]([CH2:2][CH2:3][c:4]1[cH:5][cH:6][n:7][cH:8][cH:9]1)[Si:19]([CH3:20])([CH3:21])[C:22]([CH3:23])([CH3:24])[CH3:25]. Starting materials: CC(CC(C)=O)=O (2,4-pentandione), C(C=C)#N (acrylonitrile), [OH-].[K+] (KOH). Solvent: CO (methanol). Product: C(C)(=O)C(CCC#N)(CCC#N)C(C)=O (3,3-Diacetyl-1,5-dicyanopentane). Reaction SMILES: [OH-].[K+].[CH3:3][C:4](=[O:9])[CH2:5][C:6](=[O:8])[CH3:7].[C:10](#[N:13])[CH:11]=[CH2:12]>CO>[C:6]([C:5]([C:4](=[O:9])[CH3:3])([CH2:12][CH2:11][C:10]#[N:13])[CH2:12][CH2:11][C:10]#[N:13])(=[O:8])[CH3:7] |f:0.1|. Procedure: After addition of 0.25 g of KOH, dissolved in 2.5 ml of methanol, to 15.0 g of 2,4-pentandione, 35.0 g of acrylonitrile was added dropwise with the reaction temperature not exceeding 40° C. The product which was precipitated during the process was filtered off, washed with a small amount of acetone, and dried. Melting point: 185–186° C. Purity>98%. The product was colorless. Starting materials: C(C1=CC=C(C(=O)Cl)C=C1)(=O)Cl (terephthaloyl chloride), CN(CCO)C (2-dimethylaminoethanol), [OH-].[Na+] (sodium hydroxide), O (water). The solvent is C(Cl)Cl (methylene chloride). Yields the product C(C1=CC=C(C(=O)OCCN(C)C)C=C1)(=O)OCCN(C)C (Bis(2-dimethylaminoethyl) terephthalate). As a reaction SMILES: [C:1](Cl)(=[O:11])[C:2]1[CH:10]=[CH:9][C:5]([C:6](Cl)=[O:7])=[CH:4][CH:3]=1.[CH3:13][N:14]([CH3:18])[CH2:15][CH2:16][OH:17].[OH-:19].[Na+].O>C(Cl)Cl>[C:1]([O:11][CH2:16][CH2:15][N:14]([CH3:18])[CH3:13])(=[O:19])[C:2]1[CH:10]=[CH:9][C:5]([C:6]([O:17][CH2:16][CH2:15][N:14]([CH3:18])[CH3:13])=[O:7])=[CH:4][CH:3]=1 |f:2.3|. Procedure: A solution of 40.60 g (0.20 mol) of terephthaloyl chloride in 200 ml methylene chloride was gradually added to a solution of 35.66 g (0.40 mol) of 2-dimethylaminoethanol, 16.0 g (0.40 mol) of sodium hydroxide and 200 ml of water and stirred rapidly. The reaction was exothermic and achieved reflux. The mixture was stirred for another 1.75 hours after which the organic layer was separated, washed with water, dried over MgSO4 and concentrated to an oil. The reactants are CC(N)=O, COc1ccc(Cl)cc1-c1cc(Nc2ccc(C)cc2)cc(Cl)n1, [Cu]. The product is COc1ccc(Cl)cc1-c1cc(Nc2ccc(C)cc2)cc(NC(C)=O)n1. As a reaction SMILES: [CH3:25][C:26]([NH2:27])=[O:28].[Cl:1][c:2]1[n:3][c:4](-[c:16]2[c:17]([O:23][CH3:24])[cH:18][cH:19][c:20]([Cl:22])[cH:21]2)[cH:5][c:6]([NH:8][c:9]2[cH:10][cH:11][c:12]([CH3:15])[cH:13][cH:14]2)[cH:7]1.[Cu:29]>>[c:2]1([NH:27][C:26]([CH3:25])=[O:28])[n:3][c:4](-[c:16]2[c:17]([O:23][CH3:24])[cH:18][cH:19][c:20]([Cl:22])[cH:21]2)[cH:5][c:6]([NH:8][c:9]2[cH:10][cH:11][c:12]([CH3:15])[cH:13][cH:14]2)[cH:7]1. Starting materials: C12(C(CC3=CC=CC=C13)=O)CCCC2 (spiro[cyclopentane-1,1′-inden]-2′(3′H)-one), BrC=1C=NC=CC1/C(/C(=O)C1CCCC1)=C\N(C)C ((2E)-2-(3-Bromo-4-pyridinyl)-1-cyclopentyl-3-(dimethylamino)-2-propen-1-one), CC(C)(C)[O-].[Na+] (sodium 2-methylpropan-2-olate), C(C(C)C)N1P2N(CCN(CC1)CCN2CC(C)C)CC(C)C (2,8,9-triisobutyl-2,5,8,9-tetraaza-1-phospha-bicyclo[3.3.3]undecane). Reagents/catalysts: C=1C=CC(=CC1)/C=C/C(=O)/C=C/C2=CC=CC=C2.C=1C=CC(=CC1)/C=C/C(=O)/C=C/C2=CC=CC=C2.C=1C=CC(=CC1)/C=C/C(=O)/C=C/C2=CC=CC=C2.[Pd].[Pd] (Pd2(dba)3). The solvent is C1(=CC=CC=C1)C (toluene). Run at temperature 110 celsius. Product: CN(C)\C=C\1/C(C2(C3=CC=CC=C13)CCCC2)=O ((3′Z)-3′-((dimethylamino)methylidene)spiro[cyclopentane-1,1′-inden]-2′(3′H)-one). As a reaction SMILES: [C:1]12([CH2:14][CH2:13][CH2:12][CH2:11]1)[C:9]1[C:4](=[CH:5][CH:6]=[CH:7][CH:8]=1)[CH2:3][C:2]2=[O:10].BrC1C=NC=CC=1/C(=[CH:30]\[N:31]([CH3:33])[CH3:32])/C(C1CCCC1)=O.CC([O-])(C)C.[Na+].C(N1CCN2CCN(CC(C)C)P1N(CC(C)C)CC2)C(C)C>C1(C)C=CC=CC=1.C1C=CC(/C=C/C(/C=C/C2C=CC=CC=2)=O)=CC=1.C1C=CC(/C=C/C(/C=C/C2C=CC=CC=2)=O)=CC=1.C1C=CC(/C=C/C(/C=C/C2C=CC=CC=2)=O)=CC=1.[Pd].[Pd]>[CH3:30][N:31](/[CH:33]=[C:3]1\[C:2](=[O:10])[C:1]2([CH2:14][CH2:13][CH2:12][CH2:11]2)[C:9]2[C:4]\1=[CH:5][CH:6]=[CH:7][CH:8]=2)[CH3:32] |f:2.3,6.7.8.9.10|. Procedure details: (3′Z)-3′4(Dimethylamino)methylidene)spiro[cyclopentane-1,1′-inden]-2′(3′H)-one (123) To a degassed solution of 2-(3-bromopyridin-4-yl)-1-cyclopentyl-3-(dimethylamino)prop-2-en-1-one (122) (4.738 g, 14.63 mmol) and sodium 2-methylpropan-2-olate (4.23 g, 44 mmol) in 20 ml of anhydrous toluene was added Pd2(dba)3 (0.806 g, 0.879 mmol) and 2,8,9-triisobutyl-2,5,8,9-tetraaza-1-phospha-bicyclo[3.3.3]undecane (0.603 g, 1.757 mmol) under an atmosphere of nitrogen. The reaction was heated to 110° C. for ... As a reaction SMILES: [CH2:1]([O:3][C:4]([C@@H:6]1[CH2:10][CH2:9][CH:8]([CH:11]=[CH2:12])[N:7]1C(OC(C)(C)C)=O)=[O:5])[CH3:2].[Si](OS(C(F)(F)F)(=O)=O)(C)(C)C.C([O-])(O)=O.[Na+].O>C(Cl)Cl.CCOCC>[CH2:1]([O:3][C:4]([C@@H:6]1[CH2:10][CH2:9][CH:8]([CH:11]=[CH2:12])[NH:7]1)=[O:5])[CH3:2] |f:2.3|. The reactants are C(C)OC(=O)[C@H]1N(C(CC1)C=C)C(=O)OC(C)(C)C ((2S,5R/S)-1-(tert-Butoxycarbonyl)-5-vinylpyrrolidine-2-carboxylic acid ethyl ester), C(=O)(O)[O-].[Na+] (NaHCO3), O (H2O), [Si](C)(C)(C)OS(=O)(=O)C(F)(F)F (TMSOTf). Yield: 69.6%. Yields the product C(C)OC(=O)[C@H]1NC(CC1)C=C ((2S,5R/S)-5-Vinylpyrrolidine-2-carboxylic acid ethyl ester). Reported procedure: 130 mg of 172 (0.46 mmol) was dissolved in 3 ml of anhydrous CH2Cl2, cooled to 0° C. and added dropwise with 90 ml of TMSOTf (0.466 mmol, 1.01 eq.). After 15 min, this was added with 0.5 ml of saturated NaHCO3 solution, 0.5 ml of H2O and 10 ml of Et2O, and the batch was allowed to come to RT. Following phase separation, the organic phase was dried over MgSO4, filtered and concentrated. The resulting crude product was purified using silica gel column chromatography (DCM/MeOH 25:1) to isolate 54 m... Conditions: temperature 0 celsius, time 15 minute. Run in C(Cl)Cl (CH2Cl2), CCOCC (Et2O).